This data is from the Open Reaction Database (ORD), a public repository of structured organic reaction records. The task is: describe an organic reaction: reactants, conditions, products, and yield The reactants are Cl (hydrochloric acid), C1(CCCCC1)C=O (cyclohexanecarboxaldehyde), [OH-].[K+] (potassium hydroxide), C(C=C)#N (acrylonitrile). Solvent: CCOCC (ether). Run at time 1 hour. Product: C(#N)CCC1(CCCCC1)C=O (1-(2-cyanoethyl)-1-formylcyclohexane). Isolated yield 37.7%. Reaction SMILES: [CH:1]1([CH:7]=[O:8])[CH2:6][CH2:5][CH2:4][CH2:3][CH2:2]1.[OH-].[K+].[C:11](#[N:14])[CH:12]=[CH2:13].Cl>CCOCC>[C:11]([CH2:12][CH2:13][C:1]1([CH:7]=[O:8])[CH2:6][CH2:5][CH2:4][CH2:3][CH2:2]1)#[N:14] |f:1.2|. Procedure details: To a stirred solution of cyclohexanecarboxaldehyde (100 g.; 0.89 mole) and 50% potassium hydroxide solution (10.2 g.) is added, dropwise, acrylonitrile (50.4 g.; 0.95 mole) over the course of one hour, maintaining the reaction temperature between 50°-60° C. by occasional cooling. After all has been added, the mixture is stirred for an additional one hour until the exotherm ceases and then heated to 50°-60° C. for 30 minutes. The product is acidified with dilute hydrochloric acid, taken up into e... Isolated yield 79.2%. Reaction SMILES: [CH3:1][O:2][C:3]1[CH:8]=[C:7]([CH2:9][OH:10])[CH:6]=[C:5]([CH3:11])[N:4]=1.C1C(=O)N([Br:19])C(=O)C1.[OH-].[Na+]>C(O)(=O)C>[Br:19][C:6]1[C:5]([CH3:11])=[N:4][C:3]([O:2][CH3:1])=[CH:8][C:7]=1[CH2:9][OH:10] |f:2.3|. Run in C(C)(=O)O (acetic acid). Product: BrC=1C(=NC(=CC1CO)OC)C ((3-bromo-6-methoxy-2-methylpyridin-4-yl)methanol). Starting materials: COC1=NC(=CC(=C1)CO)C ((2-methoxy-6-methylpyridin-4-yl)methanol), C1CC(=O)N(C1=O)Br (NBS), [OH-].[Na+] (sodium hydroxide). Procedure details: A mixture of (2-methoxy-6-methylpyridin-4-yl)methanol (1.1 g) and NBS (1.34 g) was stirred in an acetic acid solvent (22 mL) at room temperature for 12 hours. A 5 M aqueous sodium hydroxide solution was added to the reaction mixture, followed by extraction with ethyl acetate. The organic layer was concentrated under reduced pressure, and the residue was purified by silica gel column chromatography (ethyl acetate/n-heptane, 10% to 50%) to give the title compound (1.32 g). The yield is 12.9%. Reagents/catalysts: C=1C=CC(=CC1)/C=C/C(=O)/C=C/C2=CC=CC=C2.C=1C=CC(=CC1)/C=C/C(=O)/C=C/C2=CC=CC=C2.C=1C=CC(=CC1)/C=C/C(=O)/C=C/C2=CC=CC=C2.[Pd].[Pd] (Pd2dba3). Product: C(C)(=O)N1CCN(CC1)C1=CC=C(C=C1)NC1=NC=C(C(=O)N)C(=C1)N[C@@H]1CC[C@@H](CC1)O (6-(4-(4-acetylpiperazin-1-yl)phenylamino)-4-((cis)-4-hydroxycyclohexylamino)nicotinamide). RXN SMILES: Cl[C:2]1[CH:10]=[C:9]([NH:11][C@H:12]2[CH2:17][CH2:16][C@@H:15]([OH:18])[CH2:14][CH2:13]2)[C:5]([C:6]([NH2:8])=[O:7])=[CH:4][N:3]=1.[NH2:19][C:20]1[CH:25]=[CH:24][C:23]([N:26]2[CH2:31][CH2:30][N:29]([C:32](=[O:34])[CH3:33])[CH2:28][CH2:27]2)=[CH:22][CH:21]=1.O.O.O.[O-]C1C=CC=CC=1.[Na+].CC1(C)C2C(=C(P(C3C=CC=CC=3)C3C=CC=CC=3)C=CC=2)OC2C(P(C3C=CC=CC=3)C3C=CC=CC=3)=CC=CC1=2>O1CCOCC1.C1C=CC(/C=C/C(/C=C/C2C=CC=CC=2)=O)=CC=1.C1C=CC(/C=C/C(/C=C/C2C=CC=CC=2)=O)=CC=1.C1C=CC(/C=C/C(/C=C/C2C=CC=CC=2)=O)=CC=1.[Pd].[Pd]>[C:32]([N:29]1[CH2:28][CH2:27][N:26]([C:23]2[CH:24]=[CH:25][C:20]([NH:19][C:2]3[CH:10]=[C:9]([NH:11][C@H:12]4[CH2:17][CH2:16][C@@H:15]([OH:18])[CH2:14][CH2:13]4)[C:5]([C:6]([NH2:8])=[O:7])=[CH:4][N:3]=3)=[CH:21][CH:22]=2)[CH2:31][CH2:30]1)(=[O:34])[CH3:33] |f:2.3.4.5.6,9.10.11.12.13|. Run at time 18 hour. Procedure details: A mixture of 6-chloro-4-((cis)-4-hydroxycyclohexylamino)nicotinamide (65 mg, 0.240 mmol), 1-(4-(4-aminophenyl)piperazin-1-yl)ethanone (60 mg, 0.273 mmol), sodium phenoxide trihydrate (100 mg, 0.588 mmol), xantphos (30 mg, 0.051 mmol) and Pd2dba3 (20 mg, 0.021 mmol) in dioxane (3 mL) was degassed with Ar, then was stirred at 120 C for 18 h. HOAc (1 mL) was added. The mixture was concentrated in vacuo. The residue was purified by HPLC to give the titled compound (14 mg). MS 453.5 (M+H); UV 202.9, ... Reactants: ClC1=NC=C(C(=O)N)C(=C1)N[C@@H]1CC[C@@H](CC1)O (6-chloro-4-((cis)-4-hydroxycyclohexylamino)nicotinamide), NC1=CC=C(C=C1)N1CCN(CC1)C(C)=O (1-(4-(4-aminophenyl)piperazin-1-yl)ethanone), O.O.O.[O-]C1=CC=CC=C1.[Na+] (sodium phenoxide trihydrate), CC1(C2=C(C(=CC=C2)P(C3=CC=CC=C3)C4=CC=CC=C4)OC5=C(C=CC=C51)P(C6=CC=CC=C6)C7=CC=CC=C7)C (xantphos). Run in O1CCOCC1 (dioxane).